This data is from the Open Reaction Database (ORD), a public repository of structured organic reaction records. The task is: describe an organic reaction: reactants, conditions, products, and yield Reactants: C(C)(C)(C)[Si](OC1CN(C1)C[C@@H](C(=O)OC)O)(C)C ((S)-methyl 3-(3-(tert-butyldimethyl-silyloxy)azetidin-1-yl)-2-hydroxypropanoate), [C@@H]([C@H](C(=O)[O-])O)(C(=O)[O-])O.[Na+].[K+] (Rochelle salt), C[Al](C)C (Trimethylaluminium), CC=1N=CC(=NC1)N (5-methylpyrazin-2-amine). Run in C1(=CC=CC=C1)C (toluene), O (water), O (water), C(C)(=O)OCC (ethyl acetate), C1(=CC=CC=C1)C (toluene). Conditions: temperature 0 celsius, time 10 minute. Yields the product [Si](C)(C)(C(C)(C)C)OC1CN(C1)C[C@@H](C(=O)NC1=NC=C(N=C1)C)O ((S)-3-(3-(tert-butyldimethylsilyloxy)azetidin-1-yl)-2-hydroxy-N-(5-methylpyrazin-2-yl)propanamide). Yield: 59.2%. As a reaction SMILES: C[Al](C)C.[CH3:5][C:6]1[N:7]=[CH:8][C:9]([NH2:12])=[N:10][CH:11]=1.[C:13]([Si:17]([CH3:31])([CH3:30])[O:18][CH:19]1[CH2:22][N:21]([CH2:23][C@H:24]([OH:29])[C:25](OC)=[O:26])[CH2:20]1)([CH3:16])([CH3:15])[CH3:14].[C@H](O)(C([O-])=O)[C@@H](O)C([O-])=O.[Na+].[K+]>C1(C)C=CC=CC=1.O.C(OCC)(=O)C>[Si:17]([O:18][CH:19]1[CH2:22][N:21]([CH2:23][C@H:24]([OH:29])[C:25]([NH:12][C:9]2[CH:8]=[N:7][C:6]([CH3:5])=[CH:11][N:10]=2)=[O:26])[CH2:20]1)([C:13]([CH3:16])([CH3:15])[CH3:14])([CH3:31])[CH3:30] |f:3.4.5|. Procedure details: Trimethylaluminium (6.22 mL, 12.44 mmol) was added to 5-methylpyrazin-2-amine (1.357 g, 12.44 mmol) in anhydrous toluene (20 mL) cooled to 0° C. under nitrogen. The resulting solution was stirred at 0° C. for 10 minutes. (S)-methyl 3-(3-(tert-butyldimethyl-silyloxy)azetidin-1-yl)-2-hydroxypropanoate (Intermediate AD3) (2 g, 6.91 mmol) in anhydrous toluene (10 mL) was added and the resulting solution was allowed to warm to room temperature and then heated at 80° C. overnight. The reaction was all... The reactants are NC1=CC=C(C=C1)CCCC(=O)O (4-(4-aminophenyl)butanoic acid), CO (MeOH), ClCCl (dichloromethane), C[Si](C)(C)C=[N+]=[N-] ((trimethylsilyl)diazo-methane). The solvent is C1CCOC1 (THF). Conditions: time 1 hour. The product is NC1=CC=C(C=C1)CCCC(=O)OC (methyl 4-(4-aminophenyl)butanoate). Yield: 28.0%. RXN SMILES: [NH2:1][C:2]1[CH:7]=[CH:6][C:5]([CH2:8][CH2:9][CH2:10][C:11]([OH:13])=[O:12])=[CH:4][CH:3]=1.CO.Cl[CH2:17]Cl.C[Si](C=[N+]=[N-])(C)C>C1COCC1>[NH2:1][C:2]1[CH:3]=[CH:4][C:5]([CH2:8][CH2:9][CH2:10][C:11]([O:13][CH3:17])=[O:12])=[CH:6][CH:7]=1. Procedure: To a solution of 4-(4-aminophenyl)butanoic acid (180 mg, 1 mmol) in a mixture of THF (4 ml), MeOH (1 ml) and dichloromethane (1 ml) in a 20-mL vial was added dropwise (trimethylsilyl)diazo-methane (1 ml, 2N in hexane) at 0° C. After the addition was complete, the resulting mixture was stirred at room temperature for 1 hr. The volatile material was removed under reduced pressure and the residue was purified by chromatography on silica gel using hexane/dichloromethane (2:1) followed by dichloromet... Starting materials: C1CCOC1, CCOC(=O)N=NC(=O)OCC, O=C1NC(=O)c2ccccc21, CCCN(CCC)CCCCc1ccc2cc(CO)ccc2c1, c1ccc(P(c2ccccc2)c2ccccc2)cc1, Cc1ccccc1. The product is CCCN(CCC)CCCCc1ccc2cc(CN3C(=O)c4ccccc4C3=O)ccc2c1. As a reaction SMILES: [CH2:73]1[O:74][CH2:75][CH2:76][CH2:77]1.[N:61]([C:62]([O:63][CH2:64][CH3:65])=[O:66])=[N:67][C:68]([O:69][CH2:70][CH3:71])=[O:72].[O:43]=[C:44]1[NH:45][C:46](=[O:47])[c:48]2[cH:49][cH:50][cH:51][cH:52][c:53]21.[OH:1][CH2:2][c:3]1[cH:4][c:5]2[cH:6][cH:7][c:8]([CH2:13][CH2:14][CH2:15][CH2:16][N:17]([CH2:18][CH2:19][CH3:20])[CH2:21][CH2:22][CH3:23])[cH:9][c:10]2[cH:11][cH:12]1.[c:24]1([P:25]([c:26]2[cH:27][cH:28][cH:29][cH:30][cH:31]2)[c:32]2[cH:33][cH:34][cH:35][cH:36][cH:37]2)[cH:38][cH:39][cH:40][cH:41][cH:42]1.[c:54]1([CH3:55])[cH:56][cH:57][cH:58][cH:59][cH:60]1>>[CH2:2]([c:3]1[cH:4][c:5]2[cH:6][cH:7][c:8]([CH2:13][CH2:14][CH2:15][CH2:16][N:17]([CH2:18][CH2:19][CH3:20])[CH2:21][CH2:22][CH3:23])[cH:9][c:10]2[cH:11][cH:12]1)[N:45]1[C:44](=[O:43])[c:53]2[c:48]([cH:49][cH:50][cH:51][cH:52]2)[C:46]1=[O:47]. Reactants: CN=C=S, ClCCl, Cc1ccc(N2CCOCC2)c(N)c1. Yields the product CNC(=S)Nc1cc(C)ccc1N1CCOCC1. As a reaction SMILES: [CH3:15][N:16]=[C:17]=[S:18].[Cl:19][CH2:20][Cl:21].[NH2:1][c:2]1[c:3]([N:9]2[CH2:10][CH2:11][O:12][CH2:13][CH2:14]2)[cH:4][cH:5][c:6]([CH3:8])[cH:7]1>>[NH:1]([c:2]1[c:3]([N:9]2[CH2:10][CH2:11][O:12][CH2:13][CH2:14]2)[cH:4][cH:5][c:6]([CH3:8])[cH:7]1)[C:17]([NH:16][CH3:15])=[S:18]. Starting materials: CCCCCN1C(=O)C(CO)(c2cc3c(cc2O)OCO3)c2c(Cl)ccc(Cl)c21, CC(C)OC(=O)N=NC(=O)OC(C)C, C1CCOC1, c1ccc(P(c2ccccc2)c2ccccc2)cc1. Yields the product CCCCCN1C(=O)C2(COc3cc4c(cc32)OCO4)c2c(Cl)ccc(Cl)c21. As a reaction SMILES: [Cl:1][c:2]1[c:3]2[c:7]([c:8]([Cl:11])[cH:9][cH:10]1)[N:6]([CH2:12][CH2:13][CH2:14][CH2:15][CH3:16])[C:5](=[O:17])[C:4]2([CH2:18][OH:19])[c:20]1[cH:21][c:22]2[c:23]([cH:27][c:28]1[OH:29])[O:24][CH2:25][O:26]2.[O:49]=[C:50]([O:51][CH:52]([CH3:53])[CH3:54])[N:55]=[N:56][C:57]([O:58][CH:59]([CH3:60])[CH3:61])=[O:62].[O:63]1[CH2:64][CH2:65][CH2:66][CH2:67]1.[c:30]1([P:31]([c:32]2[cH:33][cH:34][cH:35][cH:36][cH:37]2)[c:38]2[cH:39][cH:40][cH:41][cH:42][cH:43]2)[cH:44][cH:45][cH:46][cH:47][cH:48]1>>[Cl:1][c:2]1[c:3]2[c:7]([c:8]([Cl:11])[cH:9][cH:10]1)[N:6]([CH2:12][CH2:13][CH2:14][CH2:15][CH3:16])[C:5](=[O:17])[C:4]21[CH2:18][O:19][c:28]2[c:20]1[cH:21][c:22]1[c:23]([cH:27]2)[O:24][CH2:25][O:26]1. Starting materials: CC(=O)N1CCC(C(=O)O)CC1, CN(C(=O)c1cc(C(F)(F)F)cc(C(F)(F)F)c1)C1CCNCC1c1ccc(Cl)c(Cl)c1, Cl. The product is CC(=O)N1CCC(C(=O)N2CCC(N(C)C(=O)c3cc(C(F)(F)F)cc(C(F)(F)F)c3)C(c3ccc(Cl)c(Cl)c3)C2)CC1. Reaction SMILES: [C:34]([CH3:35])(=[O:36])[N:37]1[CH2:38][CH2:39][CH:40]([C:43](=[O:44])[OH:45])[CH2:41][CH2:42]1.[Cl:2][c:3]1[cH:4][c:5]([CH:10]2[CH2:11][NH:12][CH2:13][CH2:14][CH:15]2[N:16]([C:17]([c:18]2[cH:19][c:20]([C:28]([F:29])([F:30])[F:31])[cH:21][c:22]([C:24]([F:25])([F:26])[F:27])[cH:23]2)=[O:32])[CH3:33])[cH:6][cH:7][c:8]1[Cl:9].[ClH:1]>>[Cl:2][c:3]1[cH:4][c:5]([CH:10]2[CH2:11][N:12]([C:43]([CH:40]3[CH2:39][CH2:38][N:37]([C:34]([CH3:35])=[O:36])[CH2:42][CH2:41]3)=[O:44])[CH2:13][CH2:14][CH:15]2[N:16]([C:17]([c:18]2[cH:19][c:20]([C:28]([F:29])([F:30])[F:31])[cH:21][c:22]([C:24]([F:25])([F:26])[F:27])[cH:23]2)=[O:32])[CH3:33])[cH:6][cH:7][c:8]1[Cl:9]. Reactants: Cl (HCl), OB1OCC2=C1C=CC(=C2)OC2=NC=C(C#N)C=C2 (6-(1-hydroxy-1,3-dihydro-benzo[c][1,2]oxaborol-5-yloxy)-nicotinonitrile), CCO (EtOH), C1CCOC1 (THF). The solvent is CCOCC (Et2O), CO (MeOH). Reaction conditions: time 3 day. The product is Cl.NCC=1C=CC(=NC1)OC1=CC2=C(B(OC2)O)C=C1 (5-(5-aminomethyl-pyridin-2-yloxy)-3H-benzo[c][1,2]oxaborol-1-ol hydrochloride). RXN SMILES: [OH:1][B:2]1[C:6]2[CH:7]=[CH:8][C:9]([O:11][C:12]3[CH:19]=[CH:18][C:15]([C:16]#[N:17])=[CH:14][N:13]=3)=[CH:10][C:5]=2[CH2:4][O:3]1.CCO.C1COCC1.[ClH:28]>CO.CCOCC>[ClH:28].[NH2:17][CH2:16][C:15]1[CH:18]=[CH:19][C:12]([O:11][C:9]2[CH:8]=[CH:7][C:6]3[B:2]([OH:1])[O:3][CH2:4][C:5]=3[CH:10]=2)=[N:13][CH:14]=1 |f:6.7|. Procedure: To a 50 mL round-bottom flask fitted with magnetic stirring bar was added 6-(1-hydroxy-1,3-dihydro-benzo[c][1,2]oxaborol-5-yloxy)-nicotinonitrile (1.0 g, 4.0 mmol, 1.0 eq.), followed by addition of EtOH (40 mL) and THF (15 mL). The flask was evacuated and recharged with N2 twice. To the stirring solution was added 5% Pd/C (300 mg) and the flask was evacuated and recharged with H2 three times. The resulting suspension was stirred under a H2 balloon at room temperature over 3 days. The mixture was... The reactants are C1(=CC=C(C=C1)S(=O)(=O)Cl)C (p-toluenesulfonyl chloride), 2-L, ice water, [Li]CCCC (n-BuLi), CC1(C2CC=C(C1C2)CCO)C ((-)-nopol). The reagents and catalysts are [Hg] (mercury). Run in O1CCCC1 (THF), O1CCCC1 (tetrahydrofuran). Reaction conditions: temperature -78 celsius. Product: CC1(C2CC=C(C1C2)CCO)C.S(=O)(=O)([O-])C1=CC=C(C)C=C1 (nopol tosylate). Yield: 90.0%. Reaction SMILES: [CH3:1][C:2]1([CH3:12])[CH:7]2[CH2:8][CH:3]1[CH2:4][CH:5]=[C:6]2[CH2:9][CH2:10][OH:11].[Li]CCCC.[C:18]1([CH3:28])[CH:23]=[CH:22][C:21]([S:24](Cl)(=[O:26])=[O:25])=[CH:20][CH:19]=1>O1CCCC1.[Hg]>[CH3:1][C:2]1([CH3:12])[CH:7]2[CH2:8][CH:3]1[CH2:4][CH:5]=[C:6]2[CH2:9][CH2:10][OH:11].[S:24]([C:21]1[CH:22]=[CH:23][C:18]([CH3:28])=[CH:19][CH:20]=1)([O-:11])(=[O:26])=[O:25] |f:5.6|. Procedure: A dry, 2-L flask equipped with a septum inlet, magnetic stirring bar, and a reflux condenser leading to a mercury bubbler was flushed with dry nitrogen and maintained under static pressure of nitrogen. The flask was charged with 170 mL (1 mol) of (-)-nopol [[α]23D 40.2 (neat)] and 400 mL tetrahydrofuran (THF) and cooled to -78° C. While the solution was stirring at -78° C., 455 mL (2.2M, 1 mol) of n-BuLi was added slowly and stirred for 1 h at -78° C.; 190 g (1 mol) of p-toluenesulfonyl chloride...